This data is from the Open Reaction Database (ORD), a public repository of structured organic reaction records. The task is: describe an organic reaction: reactants, conditions, products, and yield The reactants are CCOC(=N)C12CC1CN(C)C2, CCO, Cl, Cl, O. The product is CCOC(=O)C12CC1CN(C)C2. Reaction SMILES: [CH2:3]([CH3:4])[O:5][C:6](=[NH:7])[C:8]12[CH2:9][N:10]([CH3:14])[CH2:11][CH:12]1[CH2:13]2.[CH3:15][CH2:16][OH:17].[ClH:1].[ClH:2].[OH2:18]>>[CH2:3]([CH3:4])[O:5][C:6]([C:8]12[CH2:9][N:10]([CH3:14])[CH2:11][CH:12]1[CH2:13]2)=[O:17]. The reactants are ClC1=NC(=NC(=N1)OCCCCCCCCCCCCCCCCCC)OCCCCCCCCCCCCCCCCCC (2-chloro-4,6-distearoxy-s-triazine), II, ClC1=NC(=NC(=N1)OCCCCCCCCCCCC)OCCCCCCCCCCCC (2-chlor-4,6-dilauroxy-s-triazine), C1(=CC=CC=C1)C1=C(O)C(=CC(=C1)O)C1=CC=CC=C1 (2,6-diphenyl hydroquinone). Product: OC1=C(C=C(OC2=NC(=NC(=N2)OCCCCCCCCCCCCCCCCCC)OCCCCCCCCCCCCCCCCCC)C=C1C1=CC=CC=C1)C1=CC=CC=C1 (6-(4-hydroxy-3,5-diphenyphenoxy)-2,4-distearoxy-s-triazine). Reaction SMILES: Cl[C:2]1[N:7]=[C:6]([O:8][CH2:9][CH2:10][CH2:11][CH2:12][CH2:13][CH2:14][CH2:15][CH2:16][CH2:17][CH2:18][CH2:19][CH2:20][CH2:21][CH2:22][CH2:23][CH2:24][CH2:25][CH3:26])[N:5]=[C:4]([O:27][CH2:28][CH2:29][CH2:30][CH2:31][CH2:32][CH2:33][CH2:34][CH2:35][CH2:36][CH2:37][CH2:38][CH2:39][CH2:40][CH2:41][CH2:42][CH2:43][CH2:44][CH3:45])[N:3]=1.ClC1N=C(OCCCCCCCCCCCC)N=C(OCCCCCCCCCCCC)N=1.[C:79]1([C:85]2[CH:91]=[C:90]([OH:92])[CH:89]=[C:88]([C:93]3[CH:98]=[CH:97][CH:96]=[CH:95][CH:94]=3)[C:86]=2[OH:87])[CH:84]=[CH:83][CH:82]=[CH:81][CH:80]=1>>[OH:87][C:86]1[C:85]([C:79]2[CH:84]=[CH:83][CH:82]=[CH:81][CH:80]=2)=[CH:91][C:90]([O:92][C:2]2[N:7]=[C:6]([O:8][CH2:9][CH2:10][CH2:11][CH2:12][CH2:13][CH2:14][CH2:15][CH2:16][CH2:17][CH2:18][CH2:19][CH2:20][CH2:21][CH2:22][CH2:23][CH2:24][CH2:25][CH3:26])[N:5]=[C:4]([O:27][CH2:28][CH2:29][CH2:30][CH2:31][CH2:32][CH2:33][CH2:34][CH2:35][CH2:36][CH2:37][CH2:38][CH2:39][CH2:40][CH2:41][CH2:42][CH2:43][CH2:44][CH3:45])[N:3]=2)=[CH:89][C:88]=1[C:93]1[CH:94]=[CH:95][CH:96]=[CH:97][CH:98]=1. Reported procedure: The preparation of the 2-chloro-4,6-distearoxy-s-triazine was carried out in the manner indicated for the 2-chlor-4,6-dilauroxy-s-triazine in Example I. Also the addition reaction with 2,6-diphenyl hydroquinone was also performed in the same manner as Examples I and II. The resulting reaction product had a melting point of 33° C. Starting materials: Cc1sc2nc(-c3ccncc3)nc(Cl)c2c1Cl, NCc1ccc(F)cc1. The product is Cc1sc2nc(-c3ccncc3)nc(NCc3ccc(F)cc3)c2c1Cl. RXN SMILES: [Cl:10][c:11]1[c:12]2[c:13]([n:14][c:15](-[c:17]3[cH:18][cH:19][n:20][cH:21][cH:22]3)[n:16]1)[s:23][c:24]([CH3:27])[c:25]2[Cl:26].[F:1][c:2]1[cH:3][cH:4][c:5]([CH2:6][NH2:7])[cH:8][cH:9]1>>[F:1][c:2]1[cH:3][cH:4][c:5]([CH2:6][NH:7][c:11]2[c:12]3[c:13]([n:14][c:15](-[c:17]4[cH:18][cH:19][n:20][cH:21][cH:22]4)[n:16]2)[s:23][c:24]([CH3:27])[c:25]3[Cl:26])[cH:8][cH:9]1. The reactants are CCOC(OCC)c1nc(C(=O)OC)cs1, CC(C)=O, ClCCl, Cl. The product is COC(=O)c1csc(C=O)n1. Reaction SMILES: [CH2:1]([O:3][CH:4]([O:2][CH2:14][CH3:15])[c:5]1[s:6][cH:7][c:8]([C:10](=[O:11])[O:12][CH3:13])[n:9]1)[CH3:16].[CH3:18][C:19](=[O:20])[CH3:21].[Cl:22][CH2:23][Cl:24].[ClH:17]>>[O:3]=[CH:4][c:5]1[s:6][cH:7][c:8]([C:10](=[O:11])[O:12][CH3:13])[n:9]1. Starting materials: Cl.C(=O)(O)C1=NC2=CC(=CC=C2C(=C1)S)Cl (2-carboxy-7-chloro-4-mercaptoquinoline HCl salt), CI (MeI), C([O-])([O-])=O.[Cs+].[Cs+] (cesium carbonate), C(C)(=O)OCC (ethyl acetate). The solvent is CN(C)C=O (DMF). Reaction conditions: temperature 70 celsius, time 8 hour. Product: COC(=O)C1=NC2=CC(=CC=C2C(=C1)SC)Cl (2-(methoxycarbonyl)-7-chloro-4-methylthioquinoline). Reaction SMILES: Cl.C(C1[CH:14]=[C:13]([SH:15])[C:12]2[C:7](=[CH:8][C:9]([Cl:16])=[CH:10][CH:11]=2)[N:6]=1)(O)=O.CI.[C:19](=O)([O-])[O-].[Cs+].[Cs+].[C:25]([O:28][CH2:29]C)(=[O:27])[CH3:26]>CN(C=O)C>[CH3:29][O:28][C:25]([C:26]1[CH:14]=[C:13]([S:15][CH3:19])[C:12]2[C:7](=[CH:8][C:9]([Cl:16])=[CH:10][CH:11]=2)[N:6]=1)=[O:27] |f:0.1,3.4.5|. Procedure: To a solution of 2-carboxy-7-chloro-4-mercaptoquinoline HCl salt (75 mg, 0.31 mmol) in DMF (3 mL) was added MeI (0.0425 mL, 2.5 eq.) and cesium carbonate (340 mg, 3.5 eq.). The resulting reaction mixture was stirred at 70° C. overnight. The reaction mixture was diluted with ethyl acetate and washed with water, brine, and dried over sodium sulfate. The solvent was evaporated. Flash column chromatograpgy with 1%–2% MeOH in methylene chloride afforded 2-(methoxycarbonyl)-7-chloro-4-methylthioquinol... The reactants are CI, CCO, S=C=Nc1ccc(Cl)cc1, N#CN, [Na]. The product is CSC(=Nc1ccc(Cl)cc1)NC#N. As a reaction SMILES: [CH3:15][I:16].[CH3:17][CH2:18][OH:19].[Cl:1][c:2]1[cH:3][cH:4][c:5]([N:8]=[C:9]=[S:10])[cH:6][cH:7]1.[N:11]#[C:12][NH2:13].[Na:14]>>[Cl:1][c:2]1[cH:3][cH:4][c:5]([N:8]=[C:9]([S:10][CH3:15])[NH:13][C:12]#[N:11])[cH:6][cH:7]1.